From a dataset of the Open Reaction Database (ORD), a public repository of structured organic reaction records. describe an organic reaction: reactants, conditions, products, and yield Starting materials: CC(C)=O, NCCCCc1csc(NC(N)=NCC(F)(F)F)n1, Cc1cnc(N[N+](=O)[O-])[nH]c1=O, O=C(O)C=CC(=O)O, c1ccncc1. The product is Cc1cnc(NCCCCc2csc(NC(N)=NCC(F)(F)F)n2)[nH]c1=O. As a reaction SMILES: [CH3:46][C:47](=[O:48])[CH3:49].[F:1][C:2]([CH2:3][N:4]=[C:5]([NH:6][c:7]1[s:8][cH:9][c:10]([CH2:12][CH2:13][CH2:14][CH2:15][NH2:16])[n:11]1)[NH2:17])([F:18])[F:19].[N+:20]([NH:21][c:24]1[n:25][cH:26][c:27]([CH3:31])[c:28](=[O:30])[nH:29]1)([O-:22])=[O:23].[OH:32][C:33]([CH:34]=[CH:35][C:36](=[O:37])[OH:38])=[O:39].[cH:40]1[cH:41][cH:42][n:43][cH:44][cH:45]1>>[F:1][C:2]([CH2:3][N:4]=[C:5]([NH:6][c:7]1[s:8][cH:9][c:10]([CH2:12][CH2:13][CH2:14][CH2:15][NH:16][c:24]2[n:25][cH:26][c:27]([CH3:31])[c:28](=[O:30])[nH:29]2)[n:11]1)[NH2:17])([F:18])[F:19].